The task is: describe an organic reaction: reactants, conditions, products, and yield. This data is from the Open Reaction Database (ORD), a public repository of structured organic reaction records. The reactants are C(C)(C)(C)OC(=O)C=1SC(=CC1)C#CCNC(=O)OCC1=CC=CC=C1 (5-(3-benzyloxycarbonylamino-prop-1-ynyl)-thiophene-2-carboxylic acid tert-butyl ester), Cl (HCl). The reagents and catalysts are [OH-].[OH-].[Pd+2] (Pd(OH)2). Run in CO (MeOH). Reaction conditions: time 16 hour. The product is Cl.C(C)(C)(C)OC(=O)C=1SC(=CC1)CCCN (5-(3-Amino-propyl)-thiophene-2-carboxylic acid tert-butyl ester hydrochloride salt). RXN SMILES: [C:1]([O:5][C:6]([C:8]1[S:9][C:10]([C:13]#[C:14][CH2:15][NH:16]C(OCC2C=CC=CC=2)=O)=[CH:11][CH:12]=1)=[O:7])([CH3:4])([CH3:3])[CH3:2].[ClH:27]>CO.[OH-].[OH-].[Pd+2]>[ClH:27].[C:1]([O:5][C:6]([C:8]1[S:9][C:10]([CH2:13][CH2:14][CH2:15][NH2:16])=[CH:11][CH:12]=1)=[O:7])([CH3:4])([CH3:3])[CH3:2] |f:3.4.5,6.7|. Procedure details: To a solution of 5-(3-benzyloxycarbonylamino-prop-1-ynyl)-thiophene-2-carboxylic acid tert-butyl ester (1.0 g, 2.69 mmol) in 15 mL MeOH and 2.69 mL 1N HCl (aq) was added Pd(OH)2 (1 g). The mixture was shaken in a Parr shaker under 45 psi H2 for 16 h. The catalyst was removed by filtration through Celite and additional Pd(OH)2 (1 g) was added. The reaction was shaken at 45 psi H2 for 6 h and the catalyst was removed by filtration through Celite. The solution was concentrated in vacuo. The residue... Reactants: CO, C=COCCONC(=O)c1cc2c(cc1Nc1ccc(I)cc1F)C(=O)NC2, Cl. Yields the product O=C1NCc2cc(C(=O)NOCCO)c(Nc3ccc(I)cc3F)cc21. As a reaction SMILES: [CH3:30][OH:31].[CH:1](=[CH2:2])[O:3][CH2:4][CH2:5][O:6][NH:7][C:8](=[O:9])[c:10]1[cH:11][c:12]2[c:16]([cH:17][c:18]1[NH:19][c:20]1[c:21]([F:27])[cH:22][c:23]([I:26])[cH:24][cH:25]1)[C:15](=[O:28])[NH:14][CH2:13]2.[ClH:29]>>[OH:3][CH2:4][CH2:5][O:6][NH:7][C:8](=[O:9])[c:10]1[cH:11][c:12]2[c:16]([cH:17][c:18]1[NH:19][c:20]1[c:21]([F:27])[cH:22][c:23]([I:26])[cH:24][cH:25]1)[C:15](=[O:28])[NH:14][CH2:13]2. Yields the product FC=1C=CC2=C(C(=NO2)C2CCN(CC2)CCCOC2=C(C=C(C=C2)C(C)=O)OC)C1 (1-[4-[3-[4-(5-Fluoro-1,2-benzisoxazol-3yl)-1-piperidinyl]propoxy]-3-methoxyphenyl]ethanone). RXN SMILES: [F:1][C:2]1[CH:3]=[CH:4][C:5]2[O:9][N:8]=[C:7]([CH:10]3[CH2:15][CH2:14][NH:13][CH2:12][CH2:11]3)[C:6]=2[CH:16]=1.Cl[CH2:18][CH2:19][CH2:20][O:21][C:22]1[CH:27]=[CH:26][C:25]([C:28](=[O:30])[CH3:29])=[CH:24][C:23]=1[O:31][CH3:32].C([O-])([O-])=O.[K+].[K+].C(#N)C>O>[F:1][C:2]1[CH:3]=[CH:4][C:5]2[O:9][N:8]=[C:7]([CH:10]3[CH2:11][CH2:12][N:13]([CH2:18][CH2:19][CH2:20][O:21][C:22]4[CH:27]=[CH:26][C:25]([C:28](=[O:30])[CH3:29])=[CH:24][C:23]=4[O:31][CH3:32])[CH2:14][CH2:15]3)[C:6]=2[CH:16]=1 |f:2.3.4|. The yield is 93.8%. Solvent: O (water). Starting materials: FC=1C=CC2=C(C(=NO2)C2CCNCC2)C1 (5-fluoro-3-(4-piperidinyl)-1,2-benzisoxazole), ClCCCOC1=C(C=C(C=C1)C(C)=O)OC (1-[4-(3chloropropoxy)-3-methoxyphenyl]ethanone), C(=O)([O-])[O-].[K+].[K+] (K2CO3), C(C)#N (acetonitrile). Procedure: A mixture of 5-fluoro-3-(4-piperidinyl)-1,2-benzisoxazole (2.2 g, 10 mmol), 1-[4-(3chloropropoxy)-3-methoxyphenyl]ethanone (24 g, 10 mmol), K2CO3 (1.4 g), a few crystals of KI and acetonitrile (100 ml) was stirred and refluxed for 8 hours. The reaction was poured into water and the aqueous mixture was extracted with ethyl acetate. The ethyl acetate extract was washed (brine), dried (MgSO4), and concentrated to afford 4.0 g of a white solid. The solid was chromatographed on a Waters Prep 500 HPLC... The reactants are C1(=CC=CC=C1)C(C(=O)O)(C1=CC=CC=C1)C1=CC=CC=C1 (triphenylacetic acid), O1CCCC=C1 (3,4-dihydro-2H-pyran). The reagents and catalysts are Cl (hydrochloric acid). Run at temperature 70 celsius, time 3 hour. Yields the product O1C(CCCC1)OC(C(C1=CC=CC=C1)(C1=CC=CC=C1)C1=CC=CC=C1)=O ((tetrahydropyran-2-yl)-triphenylacetate). RXN SMILES: [C:1]1([C:7]([C:17]2[CH:22]=[CH:21][CH:20]=[CH:19][CH:18]=2)([C:11]2[CH:16]=[CH:15][CH:14]=[CH:13][CH:12]=2)[C:8]([OH:10])=[O:9])[CH:6]=[CH:5][CH:4]=[CH:3][CH:2]=1.[O:23]1[CH:28]=[CH:27][CH2:26][CH2:25][CH2:24]1>Cl>[O:23]1[CH2:28][CH2:27][CH2:26][CH2:25][CH:24]1[O:9][C:8](=[O:10])[C:7]([C:17]1[CH:22]=[CH:21][CH:20]=[CH:19][CH:18]=1)([C:1]1[CH:2]=[CH:3][CH:4]=[CH:5][CH:6]=1)[C:11]1[CH:12]=[CH:13][CH:14]=[CH:15][CH:16]=1. Procedure: 10 g (35 mmol) of triphenylacetic acid are mixed with 8.8 g (104 mmol) of 3,4-dihydro-2H-pyran and 2 drops of concentrated hydrochloric acid are added to the mixture. The solution is then stirred at 70° C. for 3 hours and working up is thereafter effected in accordance with the general procedure described in Example A. Recrystallisation from n-hexane gives a product which melts at 115° C. The reactants are CCCCCCCCCCCCCCCCN, CN(C)P(=O)(N(C)C)N(C)C, COC(=O)c1ccc(Cl)nc1, O. Product: CCCCCCCCCCCCCCCCNc1ccc(C(=O)OC)cn1. Reaction SMILES: [CH2:12]([CH2:13][CH2:14][CH2:15][CH2:16][CH2:17][CH2:18][CH2:19][CH2:20][CH2:21][CH2:22][CH2:23][CH2:24][CH2:25][CH2:26][CH3:27])[NH2:28].[CH3:29][N:30]([P:31]([N:32]([CH3:33])[CH3:34])([N:35]([CH3:36])[CH3:37])=[O:38])[CH3:39].[Cl:1][c:2]1[n:3][cH:4][c:5]([C:6](=[O:7])[O:8][CH3:9])[cH:10][cH:11]1.[OH2:40]>>[c:2]1([NH:28][CH2:12][CH2:13][CH2:14][CH2:15][CH2:16][CH2:17][CH2:18][CH2:19][CH2:20][CH2:21][CH2:22][CH2:23][CH2:24][CH2:25][CH2:26][CH3:27])[n:3][cH:4][c:5]([C:6](=[O:7])[O:8][CH3:9])[cH:10][cH:11]1.